This data is from the Open Reaction Database (ORD), a public repository of structured organic reaction records. The task is: describe an organic reaction: reactants, conditions, products, and yield Starting materials: S(=O)(Cl)Cl (thionyl chloride), CC1=C(C(=O)O)C=CC=C1C (2,3-dimethylbenzoic acid). The solvent is C1=CC=CC=C1 (benzene). Product: CC1=C(C(=O)Cl)C=CC=C1C (2,3-dimethylbenzoyl chloride). Yield: 91.6%. RXN SMILES: [CH3:1][C:2]1[C:10]([CH3:11])=[CH:9][CH:8]=[CH:7][C:3]=1[C:4](O)=[O:5].S(Cl)([Cl:14])=O>C1C=CC=CC=1>[CH3:1][C:2]1[C:10]([CH3:11])=[CH:9][CH:8]=[CH:7][C:3]=1[C:4]([Cl:14])=[O:5]. Procedure: 2,3-dimethylbenzoic acid (35.0 g, 233 mmol) was heated to reflux temperature, in dry benzene (80 ml) containing thionyl chloride (45.0 g, 378 mmol) for five hours. The mixture was cooled, filtered and evaporated under reduced pressure to give 2,3-dimethylbenzoyl chloride (36.0 g, 92%) as an oil. Reactants: C(C)(C)N(C(C)C)CC (N,N-diisopropylethylamine), C(C)OC(C=C(CBr)OC1=C(C=CC(=C1)F)F)=O (4-bromo-3-(2,5-difluoro-phenoxy)-but-2-enoic acid ethyl ester), Cl.COC([C@@H](N)CC(C)C)=O ((L)-leucine methyl ester hydrochloride), C(C)(C)N(C(C)C)CC (N,N-diisopropylethylamine). Run in C(C)#N (acetonitrile), C(C)#N (acetonitrile), C(C)#N (acetonitrile). Run at temperature 60 celsius, time 1 hour. Yields the product COC([C@H](CC(C)C)N1C(C=C(C1)OC1=C(C=CC(=C1)F)F)=O)=O ((S)-2-[4-(2,5-difluoro-phenoxy)-2-oxo-2,5-dihydro-pyrrol-1-yl]-4-methyl-pentanoic acid methyl ester). Isolated yield 17.4%. RXN SMILES: Cl.[CH3:2][O:3][C:4](=[O:11])[C@H:5]([CH2:7][CH:8]([CH3:10])[CH3:9])[NH2:6].C(N(CC)C(C)C)(C)C.C([O:23][C:24](=O)[CH:25]=[C:26]([O:29][C:30]1[CH:35]=[C:34]([F:36])[CH:33]=[CH:32][C:31]=1[F:37])[CH2:27]Br)C>C(#N)C>[CH3:2][O:3][C:4](=[O:11])[C@@H:5]([N:6]1[CH2:27][C:26]([O:29][C:30]2[CH:35]=[C:34]([F:36])[CH:33]=[CH:32][C:31]=2[F:37])=[CH:25][C:24]1=[O:23])[CH2:7][CH:8]([CH3:10])[CH3:9] |f:0.1|. Reported procedure: A mixture of (L)-leucine methyl ester hydrochloride (1.28 g, 7.08 mmol) in acetonitrile (17.7 mL) was treated with N,N-diisopropylethylamine (1.15 mL, 6.95 mmol). After addition was complete, the mixture was stirred at 60° C. for 1 h. At this time, the reaction was cooled to 25° C., treated with N,N-diisopropylethylamine (1.15 mL, 6.95 mmol) and acetonitrile (17.7 mL) and then heated to 80° C. Upon reaching 80° C., the reaction was treated with a solution of 4-bromo-3-(2,5-difluoro-phenoxy)-but-... The product is N#Cc1ccc2c(c1NCc1ccccc1)CCN(C(=O)C(F)(F)F)CC2. Starting materials: N#Cc1ccc2c(c1OS(=O)(=O)C(F)(F)F)CCN(C(=O)C(F)(F)F)CC2, O=C([O-])[O-], Cc1ccccc1, [Cs+], [Cs+], NCc1ccccc1, CC(=O)[O-], CC(=O)[O-], [Pd+2], c1ccc(P(c2ccccc2)c2ccc3ccccc3c2-c2c(P(c3ccccc3)c3ccccc3)ccc3ccccc23)cc1. RXN SMILES: [C:1](#[N:2])[c:3]1[c:4]([O:20][S:21]([C:22]([F:23])([F:24])[F:25])(=[O:26])=[O:27])[c:5]2[c:6]([cH:18][cH:19]1)[CH2:7][CH2:8][N:9]([C:12]([C:13]([F:14])([F:15])[F:16])=[O:17])[CH2:10][CH2:11]2.[C:82](=[O:83])([O-:84])[O-:85].[CH3:88][c:89]1[cH:90][cH:91][cH:92][cH:93][cH:94]1.[Cs+:86].[Cs+:87].[NH2:28][CH2:29][c:30]1[cH:31][cH:32][cH:33][cH:34][cH:35]1.[O-:100][C:101]([CH3:102])=[O:103].[O-:96][C:97]([CH3:98])=[O:99].[Pd+2:95].[cH:36]1[cH:37][cH:38][c:39]([P:40]([c:41]2[cH:42][cH:43][c:44]3[c:45]([cH:46][cH:47][cH:48][cH:49]3)[c:50]2-[c:51]2[c:52]3[c:53]([cH:54][cH:55][cH:56][cH:57]3)[cH:58][cH:59][c:60]2[P:61]([c:62]2[cH:63][cH:64][cH:65][cH:66][cH:67]2)[c:68]2[cH:69][cH:70][cH:71][cH:72][cH:73]2)[c:74]2[cH:75][cH:76][cH:77][cH:78][cH:79]2)[cH:80][cH:81]1>>[C:1](#[N:2])[c:3]1[c:4]([NH:28][CH2:29][c:30]2[cH:31][cH:32][cH:33][cH:34][cH:35]2)[c:5]2[c:6]([cH:18][cH:19]1)[CH2:7][CH2:8][N:9]([C:12]([C:13]([F:14])([F:15])[F:16])=[O:17])[CH2:10][CH2:11]2. Starting materials: Fc1ccc(-c2nc(CI)co2)cc1, COC(=O)c1c(C)cccc1COC1CCCC(OCc2coc(-c3ccc(F)cc3)n2)C1, [H-], [Na+], CN(C)C=O, OCC1(CO)COCOC1. The product is OCC1(COCc2coc(-c3ccc(F)cc3)n2)COCOC1. As a reaction SMILES: [F:11][c:12]1[cH:13][cH:14][c:15](-[c:18]2[o:19][cH:20][c:21]([CH2:23][I:24])[n:22]2)[cH:16][cH:17]1.[F:27][c:28]1[cH:29][cH:30][c:31](-[c:32]2[o:33][cH:34][c:35]([CH2:36][O:37][CH:38]3[CH2:39][CH2:40][CH2:41][CH:42]([O:43][CH2:44][c:45]4[cH:46][cH:47][cH:48][c:49]([CH3:50])[c:51]4[C:52]([O:53][CH3:54])=[O:55])[CH2:56]3)[n:57]2)[cH:58][cH:59]1.[H-:26].[Na+:25].[O:60]=[CH:61][N:62]([CH3:63])[CH3:64].[OH:1][CH2:2][C:3]1([CH2:9][OH:10])[CH2:4][O:5][CH2:6][O:7][CH2:8]1>>[O:1]([CH2:2][C:3]1([CH2:9][OH:10])[CH2:4][O:5][CH2:6][O:7][CH2:8]1)[CH2:23][c:21]1[cH:20][o:19][c:18](-[c:15]2[cH:14][cH:13][c:12]([F:11])[cH:17][cH:16]2)[n:22]1.